Dataset: the Open Reaction Database (ORD), a public repository of structured organic reaction records. Task: describe an organic reaction: reactants, conditions, products, and yield The reactants are O=CCN(CCc1ccccc1)C(=O)CCOCCc1ccc(Br)cc1, [BH3-]C#N, CC(=O)O, CO, Cl, NCCc1ccc(O)c2[nH]c(=O)sc12, [Na+], O. Yields the product O=C(CCOCCc1ccc(Br)cc1)N(CCNCCc1ccc(O)c2[nH]c(=O)sc12)CCc1ccccc1. Reaction SMILES: [Br:1][c:2]1[cH:3][cH:4][c:5]([CH2:8][CH2:9][O:10][CH2:11][CH2:12][C:13](=[O:14])[N:15]([CH2:16][CH2:17][c:18]2[cH:19][cH:20][cH:21][cH:22][cH:23]2)[CH2:24][CH:25]=[O:26])[cH:6][cH:7]1.[C:46]([BH3-:47])#[N:48].[CH3:42][C:43](=[O:44])[OH:45].[CH3:50][OH:51].[ClH:27].[NH2:28][CH2:29][CH2:30][c:31]1[cH:32][cH:33][c:34]([OH:41])[c:35]2[nH:36][c:37](=[O:40])[s:38][c:39]12.[Na+:49].[OH2:52]>>[Br:1][c:2]1[cH:3][cH:4][c:5]([CH2:8][CH2:9][O:10][CH2:11][CH2:12][C:13](=[O:14])[N:15]([CH2:16][CH2:17][c:18]2[cH:19][cH:20][cH:21][cH:22][cH:23]2)[CH2:24][CH2:25][NH:28][CH2:29][CH2:30][c:31]2[cH:32][cH:33][c:34]([OH:41])[c:35]3[nH:36][c:37](=[O:40])[s:38][c:39]23)[cH:6][cH:7]1. Starting materials: C(#N)C1=C(C=C(CN2C=NC=C2C=O)C=C1)OC(F)(F)F (1-[4-cyano-3-(trifluoromethoxy)benzyl]imidazole-5-carboxaldehyde), ClC=1C=C(C=CC1)N1C(CNCC1)=O (1-(3-chlorophenyl)-2-piperazinone). The product is Cl.Cl.ClC=1C=C(C=CC1)N1C(CN(CC1)CC1=CN=CN1CC1=CC(=C(C=C1)C#N)OC(F)(F)F)=O (1-(3-Chlorophenyl)-4-[1-(4-cyano-3-(trifluoromethoxy)benzyl)-5-imidazolylmethyl]-2-piperazinone dihydrochloride). As a reaction SMILES: [C:1]([C:3]1[CH:16]=[CH:15][C:6]([CH2:7][N:8]2[C:12]([CH:13]=O)=[CH:11][N:10]=[CH:9]2)=[CH:5][C:4]=1[O:17][C:18]([F:21])([F:20])[F:19])#[N:2].[Cl:22][C:23]1[CH:24]=[C:25]([N:29]2[CH2:34][CH2:33][NH:32][CH2:31][C:30]2=[O:35])[CH:26]=[CH:27][CH:28]=1>>[ClH:22].[ClH:22].[Cl:22][C:23]1[CH:24]=[C:25]([N:29]2[CH2:34][CH2:33][N:32]([CH2:13][C:12]3[N:8]([CH2:7][C:6]4[CH:15]=[CH:16][C:3]([C:1]#[N:2])=[C:4]([O:17][C:18]([F:21])([F:20])[F:19])[CH:5]=4)[CH:9]=[N:10][CH:11]=3)[CH2:31][C:30]2=[O:35])[CH:26]=[CH:27][CH:28]=1 |f:2.3.4|. Procedure: The titled compound was prepared from the product of Step F (264 mg, 0.89 mmol) and the product of Step J of Example 1 using the procedure described in Step K of Example 1. Purification by silica gel column chromatography (50-65% acetoneldichloro methane) and conversion to the dihydrochloride salt using excess ethereal HCl solution gave the titled product as a white powder. Starting materials: CO, Cl, Cl, COC(=O)C(N)(CF)CCCN, [Na]. Yields the product NC1(CF)CCCNC1=O. Reaction SMILES: [CH3:16][OH:17].[ClH:1].[ClH:2].[F:3][CH2:4][C:5]([C:6](=[O:7])[O:8][CH3:9])([CH2:10][CH2:11][CH2:12][NH2:13])[NH2:14].[Na:15]>>[F:3][CH2:4][C:5]1([NH2:14])[C:6](=[O:7])[NH:13][CH2:12][CH2:11][CH2:10]1. Starting materials: S(O)(O)(=O)=O (sulphuric acid), BrC1=NC(=CC(=C1)N[N+](=O)[O-])Br (2,6-dibromo pyridin-4-yl-N-nitroamine), ice, NC=1C(=NC=CC1)[N+](=O)[O-] (amino nitro pyridine). Solvent: CCOC(=O)C (EtOAc). Run at temperature 54 celsius, time 1 hour. The product is BrC1=NC(=CC(=C1[N+](=O)[O-])N)Br (2,6-dibromo-3-nitro-pyridin-4-ylamine). Reaction SMILES: S(=O)(=O)(O)O.[Br:6][C:7]1[CH:12]=[C:11]([NH:13][N+]([O-])=O)[CH:10]=[C:9]([Br:17])[N:8]=1.NC1C([N+:25]([O-:27])=[O:26])=NC=CC=1>CCOC(C)=O>[Br:17][C:9]1[C:10]([N+:25]([O-:27])=[O:26])=[C:11]([NH2:13])[CH:12]=[C:7]([Br:6])[N:8]=1. Procedure details: Concentrated sulphuric acid (250 ml) was heated in an oil bath until the temperature of the acid reached 47° C. 2,6-dibromo pyridin-4-yl-N-nitroamine (34.0 g, 114.5 mmol) was added in portions over 35 mins. The temperature of the mixture gradually rose throughout the addition period until it was 56° C. at the end. The mixture was stirred at 53-55° C. for 1 hour. Once the reaction was completed, the reaction mixture was cooled to in an ice-bath and poured on ˜2 L of crushed ice with stirring. The... Starting materials: C1(=CC=C(C=C1)C(=O)OC1=CC=CC=C1)C (phenyl p-toluate), [S] (Sulfur), C1(=CC=C(C=C1)C(=O)OC1=CC=CC=C1)C (phenyl p-toluate). Solvent: CC(=O)C (acetone), CC(=O)C (acetone). Reaction conditions: temperature 80 celsius, time 2.5 hour. Yields the product C1(=CC=C(C=C1)C(=O)OC1=CC=CC=C1)C=CC1=CC=C(C=C1)C(=O)OC1=CC=CC=C1 (diphenyl 4,4'-stilbenedicarboxylate). Isolated yield 5.9%. RXN SMILES: [C:1]1([CH3:16])[CH:6]=[CH:5][C:4]([C:7]([O:9][C:10]2[CH:15]=[CH:14][CH:13]=[CH:12][CH:11]=2)=[O:8])=[CH:3][CH:2]=1.[S]>CC(C)=O>[C:1]1([CH:16]=[CH:16][C:1]2[CH:2]=[CH:3][C:4]([C:7]([O:9][C:10]3[CH:11]=[CH:12][CH:13]=[CH:14][CH:15]=3)=[O:8])=[CH:5][CH:6]=2)[CH:6]=[CH:5][C:4]([C:7]([O:9][C:10]2[CH:11]=[CH:12][CH:13]=[CH:14][CH:15]=2)=[O:8])=[CH:3][CH:2]=1 |^3:16|. Procedure details: Sixty five g (0.306 mole) of neat phenyl p-toluate were maintained in the temperature range of 280°-310° C. (boiling point) while a slow stream of nitrogen was bubbled in from below the surface (sparged). Sulfur (1.92 g, 0.060 mole) dissolved in more phenyl p-toluate (20 g, 0.099 mole) at 100° C. was added slowly with stirring over a period of 2-3 hours. The heating, stirring and nitrogen sparging were continued an additional four hour and then the mixture was allowed to cool near 80° C. and 100... Starting materials: C[Si]([Si](C)(C)C)(C)C.[Li] (lithium hexamethyl disilane), O.NN (Hydrazine monohydrate), S1C2=C(C=C1)C(CC2)=O (5,6-Dihydro-cyclopenta[b]thiophen-4-one), ClC1=C(C=CC=C1Cl)N=C=S (2,3-Dichloro-1-isothiocyanato-benzene). Run in C(C)(=O)O (acetic acid), C1CCOC1 (THF), O (water). Reaction conditions: time 8 hour. Yields the product ClC1=C(C=CC=C1Cl)NC1=NNC2=C1CC=1SC=CC21 ((2,3-Dichloro-phenyl)-(4,7-dihydro-1-thia-4,5-diaza-cyclopenta[a]pentalen-6-yl)-amine). Isolated yield 30.0%. As a reaction SMILES: [S:1]1[CH:5]=[CH:4][C:3]2[C:6](=O)[CH2:7][CH2:8][C:2]1=2.[Cl:10][C:11]1[C:16]([Cl:17])=[CH:15][CH:14]=[CH:13][C:12]=1[N:18]=[C:19]=S.C[Si](C)(C)[Si](C)(C)C.[Li].O.[NH2:31][NH2:32]>C1COCC1.O.C(O)(=O)C>[Cl:10][C:11]1[C:16]([Cl:17])=[CH:15][CH:14]=[CH:13][C:12]=1[NH:18][C:19]1[C:7]2[CH2:8][C:2]3[S:1][CH:5]=[CH:4][C:3]=3[C:6]=2[NH:32][N:31]=1 |f:2.3,4.5,^1:28|. Procedure: A mixture of 5,6-Dihydro-cyclopenta[b]thiophen-4-one (1.0 g, 7.4 mmol) and 2,3-Dichloro-1-isothiocyanato-benzene (1.2 g, 7.4 mmol) in THF (2.0 mL) was added to lithium hexamethyl disilane (7.0 mL, 7.2 mmol) dropwise at room temperature. The reaction mixture was stirred for 8 hr. Hydrazine monohydrate (0.4 mL, 7.9 mmol) and glacial acetic acid (0.5 mL) were added to the reaction mixture, which was then heated at the reflux temperature for 24 hr. The resulting mixture was added to water (30 mL) an... Starting materials: N#CCc1cccc(NC(=O)c2cccc(Br)n2)c1, OB(O)c1ccccc1. Product: N#CCc1cccc(NC(=O)c2cccc(-c3ccccc3)n2)c1. RXN SMILES: [C:1](#[N:2])[CH2:3][c:4]1[cH:5][c:6]([NH:10][C:11](=[O:12])[c:13]2[n:14][c:15]([Br:19])[cH:16][cH:17][cH:18]2)[cH:7][cH:8][cH:9]1.[OH:20][B:21]([OH:22])[c:23]1[cH:24][cH:25][cH:26][cH:27][cH:28]1>>[C:1](#[N:2])[CH2:3][c:4]1[cH:5][c:6]([NH:10][C:11](=[O:12])[c:13]2[n:14][c:15](-[c:23]3[cH:24][cH:25][cH:26][cH:27][cH:28]3)[cH:16][cH:17][cH:18]2)[cH:7][cH:8][cH:9]1. Starting materials: BrCc1ccccc1, CCCCCCCC(=O)C([NH3+])(C(=O)CCCCCCC)C(=O)CCCCCCC, O=C([O-])[O-], CO, [Cl-], Cl, [K+], [K+], O=C(O)c1ccc(O)cc1. Product: O=C(O)c1ccc(OCc2ccccc2)cc1. Reaction SMILES: [Br:11][CH2:12][c:13]1[cH:14][cH:15][cH:16][cH:17][cH:18]1.[C:20]([C:21]([NH3+:22])([C:23](=[O:24])[CH2:25][CH2:26][CH2:27][CH2:28][CH2:29][CH2:30][CH3:31])[C:32](=[O:33])[CH2:34][CH2:35][CH2:36][CH2:37][CH2:38][CH2:39][CH3:40])(=[O:41])[CH2:42][CH2:43][CH2:44][CH2:45][CH2:46][CH2:47][CH3:48].[C:49](=[O:50])([O-:51])[O-:52].[CH3:56][OH:57].[Cl-:19].[ClH:55].[K+:53].[K+:54].[OH:1][C:2](=[O:3])[c:4]1[cH:5][cH:6][c:7]([OH:8])[cH:9][cH:10]1>>[OH:1][C:2](=[O:3])[c:4]1[cH:5][cH:6][c:7]([O:8][CH2:12][c:13]2[cH:14][cH:15][cH:16][cH:17][cH:18]2)[cH:9][cH:10]1.